describe an organic reaction: reactants, conditions, products, and yield From a dataset of the Open Reaction Database (ORD), a public repository of structured organic reaction records. Starting materials: FC1=C(C=O)C(=CC=C1)F (2,6-difluorobenzaldehyde), C(C1=CC=CC=C1)N (benzylamine), C([O-])([O-])=O.[Cs+].[Cs+] (cesium carbonate). Solvent: C1(=CC=CC=C1)C (toluene). Conditions: temperature 150 celsius. Yields the product C(C1=CC=CC=C1)NC1=C(C(=CC=C1)F)C=NCC1=CC=CC=C1 (N-benzyl-3-fluoro-2-({[phenylmethyl]imino}methyl)aniline). Yield: 82.7%. As a reaction SMILES: F[C:2]1[CH:9]=[CH:8][CH:7]=[C:6]([F:10])[C:3]=1[CH:4]=O.[CH2:11]([NH2:18])[C:12]1[CH:17]=[CH:16][CH:15]=[CH:14][CH:13]=1.C(=O)([O-])[O-].[Cs+].[Cs+]>C1(C)C=CC=CC=1>[CH2:11]([NH:18][C:2]1[CH:9]=[CH:8][CH:7]=[C:6]([F:10])[C:3]=1[CH:4]=[N:18][CH2:11][C:12]1[CH:17]=[CH:16][CH:15]=[CH:14][CH:13]=1)[C:12]1[CH:17]=[CH:16][CH:15]=[CH:14][CH:13]=1 |f:2.3.4|. Reported procedure: A resealable tube was charged with 2,6-difluorobenzaldehyde (7.11 g, 50 mmol), benzylamine (27.3 mL, 250 mmol), cesium carbonate (19.5 g, 60 mmol), and dry toluene (170 mL). The tube was sealed and heated at 150° C. for 4 hours with rapid stirring. The reaction mixture was cooled and partitioned between ethyl acetate and 10% aqueous HCl. The organic layer was removed and the aqueous layer was extracted (2×, ethyl acetate). The combined organic extracts were washed (2×, saturated sodium bicarbona... Starting materials: ClC1=CC=C(C=C1)C#C (1-chloro-4-ethynyl-benzene), ClC1=C(C=CC(=C1)Cl)I (2,4-dichloro-1-iodo-benzene), C(C)(C)NC(C)C (diisopropylamine). Reagents/catalysts: Cl[Pd]([P](C1=CC=CC=C1)(C2=CC=CC=C2)C3=CC=CC=C3)([P](C4=CC=CC=C4)(C5=CC=CC=C5)C6=CC=CC=C6)Cl (PdCl2(PPh3)2), [Cu]I (CuI). The solvent is C(Cl)Cl (DCM). Conditions: time 16 hour. The product is ClC1=C(C=CC(=C1)Cl)C#CC1=CC=C(C=C1)Cl (2,4-dichloro-1-(4-chloro-phenylethynyl)-benzene). The yield is 57.4%. As a reaction SMILES: [Cl:1][C:2]1[CH:7]=[CH:6][C:5]([C:8]#[CH:9])=[CH:4][CH:3]=1.[Cl:10][C:11]1[CH:16]=[C:15]([Cl:17])[CH:14]=[CH:13][C:12]=1I.C(NC(C)C)(C)C>C(Cl)Cl.Cl[Pd](Cl)([P](C1C=CC=CC=1)(C1C=CC=CC=1)C1C=CC=CC=1)[P](C1C=CC=CC=1)(C1C=CC=CC=1)C1C=CC=CC=1.[Cu]I>[Cl:10][C:11]1[CH:16]=[C:15]([Cl:17])[CH:14]=[CH:13][C:12]=1[C:9]#[C:8][C:5]1[CH:6]=[CH:7][C:2]([Cl:1])=[CH:3][CH:4]=1 |^1:31,50|. Reported procedure: A mixture of 1-chloro-4-ethynyl-benzene (2.71 g, 0.020 mol), 2,4-dichloro-1-iodo-benzene (3.23 mL, 0.024 mol), PdCl2(PPh3)2 (0.10 g, 1.4 mmol), CuI (1.44 g, 7.6 mmol), and diisopropylamine (7 mL) in DCM (i.e., dichloromethane) (100 mL) was stirred at room temperature for 16 h. The mixture was filtered through CELITE. The filtrate was concentrated in vacuo. The residue was chromatographed (SiO2, hexane) to afford 2,4-dichloro-1-(4-chloro-phenylethynyl)-benzene as a white solid (3.23 g, 87%). Reactants: O=C1C=2NCCCN(C2C1=O)CCP(O)(O)=O ([2-(8,9-dioxo-2,6-diazabicyclo[5.2.0]non-1(7)-en-2-yl)ethyl]phosphonic acid), C(C)(C)N(C(C)C)CC (N,N-diisopropylethylamine), ClCOC(C1=CC=CC=C1)=O (Benzoic acid chloromethyl ester). The solvent is CN(C)C=O (DMF). Reaction conditions: temperature 65 celsius, time 16 hour. Yields the product C(C1=CC=CC=C1)(=O)OCOP(OCOC(C1=CC=CC=C1)=O)(=O)CCN1C=2C(C(C2NCCC1)=O)=O (3-{2-[8,9-Dioxo-2,6-diazabicyclo[5.2.0]non-1(7)-en-2-yl]ethyl}-3-oxido-7-oxo-7-phenyl-2,4,6-trioxa-3-phosphahept-1-yl benzoate). The yield is 98.6%. RXN SMILES: [O:1]=[C:2]1[C:10](=[O:11])[C:9]2[N:8]([CH2:12][CH2:13][P:14](=[O:17])([OH:16])[OH:15])[CH2:7][CH2:6][CH2:5][NH:4][C:3]1=2.C(N(CC)[CH:22]([CH3:24])[CH3:23])(C)C.Cl[CH2:28][O:29][C:30](=[O:37])[C:31]1[CH:36]=[CH:35][CH:34]=[CH:33][CH:32]=1>CN(C=O)C>[C:30]([O:29][CH2:28][O:17][P:14]([CH2:13][CH2:12][N:8]1[CH2:7][CH2:6][CH2:5][NH:4][C:3]2[C:2](=[O:1])[C:10](=[O:11])[C:9]1=2)(=[O:15])[O:16][CH2:28][O:29][C:30](=[O:37])[C:23]1[CH:22]=[CH:24][CH:36]=[CH:31][CH:32]=1)(=[O:37])[C:31]1[CH:36]=[CH:35][CH:34]=[CH:33][CH:32]=1. Procedure: A solution of [2-(8,9-dioxo-2,6-diazabicyclo[5.2.0]non-1(7)-en-2-yl)ethyl]phosphonic acid (20.16 mmol, 5.25 g) in dry DMF (120 mL) was treated with N,N-diisopropylethylamine (80.64 mmol, 14 ml) for ½ hour at ambient temperature. Benzoic acid chloromethyl ester (60.49 mmol, 10.32 g, synthesis described below) was added at ambient temperature under exclusion of moisture. The reaction mixture was heated to 65° C. for 20 hours. The temperature was then raised to 72° C. and stirred at 72° C. for 16 h... Reactants: [OH-].[K+] (KOH), Cl (HCl), OC1=CC=C(C(=O)O)C=C1 (4-hydroxy benzoic acid), ClCCOC (2-chloroethylmethylether), [OH-].[K+] (KOH). Solvent: O (water), C(C)O (ethanol). The product is COCCOC1=CC=C(C(=O)O)C=C1 (4-Methoxyethoxybenzoic Acid). The yield is 61.5%. RXN SMILES: [OH:1][C:2]1[CH:10]=[CH:9][C:5]([C:6]([OH:8])=[O:7])=[CH:4][CH:3]=1.Cl[CH2:12][CH2:13][O:14][CH3:15].[OH-].[K+].Cl>C(O)C.O>[CH3:15][O:14][CH2:13][CH2:12][O:1][C:2]1[CH:10]=[CH:9][C:5]([C:6]([OH:8])=[O:7])=[CH:4][CH:3]=1 |f:2.3|. Reported procedure: Commercially available 4-hydroxy benzoic acid (10.0 g, 72.4 mmol) and 2-chloroethylmethylether (13.7 g, 144 mmol) wer added to a stirred, room temperature solution of KOH (8.12 g, 144 mmol) in ethanol (90 mL) water (10 mL) and the resulting yellow solution was heated at reflux for 20 hours. The reaction mixture was cooled to room temperature and concentrated to provide a light yellow powder. The reaction mixtur was diluted with water (100 mL) and addtional KOH (5 g, 89 mmol) was added and the re...